Dataset: the Open Reaction Database (ORD), a public repository of structured organic reaction records. Task: describe an organic reaction: reactants, conditions, products, and yield Starting materials: CCCc1cc(CCC=O)nn1C(C)(C)C, CCN(C(C)C)C(C)C, c1ccc(N2CCNCC2)cc1. The product is CCCc1cc(CCCN2CCN(c3ccccc3)CC2)nn1C(C)(C)C. As a reaction SMILES: [C:1]([CH3:2])([CH3:3])([CH3:4])[n:5]1[n:6][c:7]([CH2:13][CH2:14][CH:15]=[O:16])[cH:8][c:9]1[CH2:10][CH2:11][CH3:12].[CH:29]([N:30]([CH2:31][CH3:32])[CH:33]([CH3:34])[CH3:35])([CH3:36])[CH3:37].[c:17]1([N:23]2[CH2:24][CH2:25][NH:26][CH2:27][CH2:28]2)[cH:18][cH:19][cH:20][cH:21][cH:22]1>>[C:1]([CH3:2])([CH3:3])([CH3:4])[n:5]1[n:6][c:7]([CH2:13][CH2:14][CH2:15][N:26]2[CH2:25][CH2:24][N:23]([c:17]3[cH:18][cH:19][cH:20][cH:21][cH:22]3)[CH2:28][CH2:27]2)[cH:8][c:9]1[CH2:10][CH2:11][CH3:12]. Starting materials: CC(C)(C)OC(=O)N1CCN(Cc2ccc(OCCCN3CCCCC3)cc2)CC1, CC(C)=O, O=C(c1ccccc1)N1CCN(Cc2ccc(OC3CCNCC3)cc2)CC1. Yields the product CC(C)N1CCC(Oc2ccc(CN3CCN(C(=O)c4ccccc4)CC3)cc2)CC1. As a reaction SMILES: [C:29]([CH3:30])([CH3:31])([O:32][C:33]([N:34]1[CH2:35][CH2:36][N:37]([CH2:38][c:39]2[cH:40][cH:41][c:42]([O:43][CH2:44][CH2:45][CH2:46][N:47]3[CH2:48][CH2:49][CH2:50][CH2:51][CH2:52]3)[cH:53][cH:54]2)[CH2:55][CH2:56]1)=[O:57])[CH3:58].[CH3:59][C:60](=[O:61])[CH3:62].[c:1]1([C:7](=[O:8])[N:9]2[CH2:10][CH2:11][N:12]([CH2:15][c:16]3[cH:17][cH:18][c:19]([O:22][CH:23]4[CH2:24][CH2:25][NH:26][CH2:27][CH2:28]4)[cH:20][cH:21]3)[CH2:13][CH2:14]2)[cH:2][cH:3][cH:4][cH:5][cH:6]1>>[c:1]1([C:7](=[O:8])[N:9]2[CH2:10][CH2:11][N:12]([CH2:15][c:16]3[cH:17][cH:18][c:19]([O:22][CH:23]4[CH2:24][CH2:25][N:26]([CH:29]([CH3:30])[CH3:31])[CH2:27][CH2:28]4)[cH:20][cH:21]3)[CH2:13][CH2:14]2)[cH:2][cH:3][cH:4][cH:5][cH:6]1. The reactants are CN(C(=O)C1=CC=C(C(=O)O)C=C1)C (4-dimethylcarbamoylbenzoic acid), Cl.NCCOC=1C=C(C#N)C=CC1I (3-(2-aminoethoxy)-4-iodobenzonitrile monohydrochloride), ClC(=O)OCC (ethyl chloroformate), resultant mixture, Cl (hydrochloric acid). Procedure: 600 mg (3.1 mmol) of 4-dimethylcarbamoylbenzoic acid and 1.25 g of triethylamine were stirred in dimethylformamide. 336 mg (3.1 mmol) of ethyl chloroformate was added to the resultant mixture, and they were stirred for 5 minutes. 3-(2-aminoethoxy)-4-iodobenzonitrile monohydrochloride was added to the mixture. The temperature was elevated to room temperature. After stirring for 2 hours, 1 N hydrochloric acid was added to the mixture. After extracting with ethyl acetate, the organic layer was wash... Run at time 5 minute. Reaction SMILES: [CH3:1][N:2]([CH3:14])[C:3]([C:5]1[CH:13]=[CH:12][C:8]([C:9]([OH:11])=O)=[CH:7][CH:6]=1)=[O:4].ClC(OCC)=O.Cl.[NH2:22][CH2:23][CH2:24][O:25][C:26]1[CH:27]=[C:28]([CH:31]=[CH:32][C:33]=1[I:34])[C:29]#[N:30].Cl>CN(C)C=O.C(N(CC)CC)C>[I:34][C:33]1[CH:32]=[CH:31][C:28]([C:29]#[N:30])=[CH:27][C:26]=1[O:25][CH2:24][CH2:23][NH:22][C:9](=[O:11])[C:8]1[CH:7]=[CH:6][C:5]([C:3](=[O:4])[N:2]([CH3:1])[CH3:14])=[CH:13][CH:12]=1 |f:2.3|. Run in CN(C=O)C (dimethylformamide), C(C)N(CC)CC (triethylamine). Yields the product IC1=C(OCCNC(C2=CC=C(C=C2)C(N(C)C)=O)=O)C=C(C=C1)C#N (N-[2-(2-iodo-5-cyanophenoxy)ethyl]-4-(N,N-dimethylcarbamoyl)benzamide). Reactants: ClC1=NC(=NS1)C(=O)OC (methyl 5-chloro-1,2,4-thiadiazole-3-carboxylate), NC(=S)N (thiourea), O1CCCC1 (tetrahydrofuran). Solvent: O (water). Run at time 6.5 hour. Product: SC1=NC(=NS1)C(=O)OC (methyl 5-mercapto-1,2,4-thiadiazole-3-carboxylate). The yield is 92.4%. As a reaction SMILES: Cl[C:2]1[S:6][N:5]=[C:4]([C:7]([O:9][CH3:10])=[O:8])[N:3]=1.NC(N)=[S:13].O1CCCC1>O>[SH:13][C:2]1[S:6][N:5]=[C:4]([C:7]([O:9][CH3:10])=[O:8])[N:3]=1. Procedure: A mixture of methyl 5-chloro-1,2,4-thiadiazole-3-carboxylate (7.80 g), thiourea (3.32 g), tetrahydrofuran (24 ml) and water (8 ml) was gently boiled for 6.5 hours. The reaction mixture was post-treated according to conventional manner to give yellow powder of methyl 5-mercapto-1,2,4-thiadiazole-3-carboxylate (7.1 g), mp. 126° to 127° C. The reactants are resultant mixture, [Cl-].[Na+] (sodium chloride), N(=O)[O-].[Na+] (sodium nitrite), C(C)OC(C(C1C(C2=CC=CC=C2C1)=O)=O)=O (2-Oxo-2-(1-oxoindan-2-yl)acetic acid ethyl ester), [OH-].[Na+] (sodium hydroxide), O.O.[Sn](Cl)Cl (Tin(II) chloride dihydrate), C(C)(C)(C)OC(=O)NC=1C=CC(=NC1)C (5-tert-Butoxycarbonylamino-2-methylpyridine). Solvent: O (water), C(C)O (ethanol), Cl (hydrochloric acid), Cl (hydrochloric acid). Reaction conditions: time 10 minute. Product: C(C)OC(=O)C=1C2=C(N(N1)C=1C=NC(=CC1)C)C1=CC=CC=C1C2 (1,4-Dihydro-1-(6-methyl-3-pyridyl)indeno[1,2-c]pyrazole-3-carboxylic acid ethyl ester). Isolated yield 35.5%. RXN SMILES: C(O[C:6]([NH:8][C:9]1[CH:10]=[CH:11][C:12]([CH3:15])=[N:13][CH:14]=1)=O)(C)(C)C.[Cl-].[Na+].[N:18]([O-])=O.[Na+].O.O.[Sn](Cl)Cl.[CH2:27]([O:29][C:30](=[O:43])[C:31](=O)[CH:32]1C[C:39]2[C:34](=[CH:35][CH:36]=[CH:37][CH:38]=2)[C:33]1=O)[CH3:28].[OH-].[Na+]>Cl.O.C(O)C>[CH2:27]([O:29][C:30]([C:31]1[C:32]2[CH2:33][C:34]3[C:39](=[CH:38][CH:37]=[CH:36][CH:35]=3)[C:6]=2[N:8]([C:9]2[CH:14]=[N:13][C:12]([CH3:15])=[CH:11][CH:10]=2)[N:18]=1)=[O:43])[CH3:28] |f:1.2,3.4,5.6.7,9.10|. Reported procedure: 5-tert-Butoxycarbonylamino-2-methylpyridine (625 mg) in concentrated hydrochloric acid (3 mL) was stirred at room temperature for 50 minutes. Under cooling with ice with sodium chloride, sodium nitrite (228 mg) in water (1 mL) was added dropwise to the reaction mixture over a period of 10 minutes, followed by stirring for 10 minutes. Tin(II) chloride dihydrate (2.37 g) in concentrated hydrochloric acid (1.6 mL) was added dropwise to the reaction mixture over a period of 10 minutes, followed by s... Starting materials: CC=1C=NN(C1)C1=CC2=NC=CC(=C2S1)OC1=CC=C(C=C1)NC(=S)NC(CC1=CC=CC=C1)=O (N-(4-(2-(4-Methyl-1H-pyrazol-1-yl)thieno[3,2-b]pyridin-7-yloxy)phenylcarbamothioyl)-2-phenylacetamide), CC=1C=NNC1 (4-methyl-1H-pyrazole), N1N=CC=C1 (1H-pyrazole). The product is N1(N=CC=C1)C1=CC2=NC=CC(=C2S1)OC1=CC=C(C=C1)NC(=S)NC(CC1=CC=CC=C1)=O (N-(4-(2-(1H-Pyrazol-1-yl)thieno[3,2-b]pyridin-7-yloxy)phenylcarbamothioyl)-2-phenylacetamide). As a reaction SMILES: C[C:2]1[CH:3]=[N:4][N:5]([C:7]2[S:15][C:14]3[C:9](=[N:10][CH:11]=[CH:12][C:13]=3[O:16][C:17]3[CH:22]=[CH:21][C:20]([NH:23][C:24]([NH:26][C:27](=[O:35])[CH2:28][C:29]4[CH:34]=[CH:33][CH:32]=[CH:31][CH:30]=4)=[S:25])=[CH:19][CH:18]=3)[CH:8]=2)[CH:6]=1.CC1C=NNC=1.N1C=CC=N1>>[N:5]1([C:7]2[S:15][C:14]3[C:9](=[N:10][CH:11]=[CH:12][C:13]=3[O:16][C:17]3[CH:18]=[CH:19][C:20]([NH:23][C:24]([NH:26][C:27](=[O:35])[CH2:28][C:29]4[CH:34]=[CH:33][CH:32]=[CH:31][CH:30]=4)=[S:25])=[CH:21][CH:22]=3)[CH:8]=2)[CH:6]=[CH:2][CH:3]=[N:4]1. Procedure details: Following the procedures described above for the synthesis of compound 258a (example 215, scheme 58) but replacing 4-methyl-1H-pyrazole in the step 1 with 1H-pyrazole, title compound 258b was obtained. Characterization of 258b is provided in the table 23.